Dataset: the Open Reaction Database (ORD), a public repository of structured organic reaction records. Task: describe an organic reaction: reactants, conditions, products, and yield Starting materials: C(C)(=O)O[C@H](CC#N)COS(=O)(=O)C1=CC=C(C)C=C1 ((R)-3-acetyloxy-4-tosyloxybutanenitrile), C(C)O (ethanol), Cl (HCl), CN(C)C (trimethyl amine). Conditions: temperature 80 celsius. The product is OC(C[N+](C)(C)C)CC([O-])=O (carnitine), hydrochloride salt. Reaction SMILES: [C:1]([O:4][C@@H](COS(C1C=CC(C)=CC=1)(=O)=O)CC#N)(=[O:3])[CH3:2].[CH3:21][N:22]([CH3:24])[CH3:23].Cl.[CH2:26]([OH:28])[CH3:27]>>[OH:28][CH:26]([CH2:2][C:1](=[O:3])[O-:4])[CH2:27][N+:22]([CH3:24])([CH3:23])[CH3:21]. Reported procedure: To a solution of (R)-3-acetyloxy-4-tosyloxybutanenitrile (4.07 g, 13.70 mmol) in ethanol (40 mL) was added excess aq., trimethyl amine, refluxed overnight and the solvents in the reaction mixture were evaporated. To the resulting residue was added cone. HCl and heated to 80° C. for 6 h after evaporation of the solvent the residue containing crude (R)-carnitine was purified over an on exchange column, chromatography (Amberlite IR-120 W). The column was first eluted with water until the fractions ... As a reaction SMILES: [CH3:1][C:2]1[CH:6]=[CH:5][S:4][C:3]=1[C:7]1[CH:12]=[CH:11][C:10]([C:13]2([CH3:23])[O:22][C:14]2(C(OC)=O)[C:15]([NH2:17])=[O:16])=[CH:9][CH:8]=1.[OH-].[K+].Cl>CO>[CH3:1][C:2]1[CH:6]=[CH:5][S:4][C:3]=1[C:7]1[CH:12]=[CH:11][C:10]([CH:13]([CH3:23])[C:14](=[O:22])[C:15]([NH2:17])=[O:16])=[CH:9][CH:8]=1 |f:1.2|. Yields the product CC1=C(SC=C1)C1=CC=C(C=C1)C(C(C(=O)N)=O)C (3 -[4-(3-methyl-2-thienyl)phenyl]-2-oxobutyramide). Procedure: In 5 ml of methanol was dissolved 3.32 g (0.010 mole) of 3-[4-(3-methyl-2-thienyl)phenyl]-2,3-epoxy-2-methoxycarbonylbutyramide, followed by gradual addition of 15 ml (0.015 mole) of 1 N methanol solution of potassium hydroxide. The mixture was stirred at room temperature for one hour and freed from methanol by distillation under reduced pressure, and 40 ml of water was added thereto and 20 ml of benzene was then added to remove impurities, and the mixture was shaken thoroughly. The aqueous laye... The reactants are CC1=C(SC=C1)C1=CC=C(C=C1)C1(C(C(=O)N)(C(=O)OC)O1)C (3-[4-(3-methyl-2-thienyl)phenyl]-2,3-epoxy-2-methoxycarbonylbutyramide), Cl (hydrochloric acid), [OH-].[K+] (potassium hydroxide). The yield is 76.8%. Solvent: CO (methanol), CO (methanol). Run at time 1 hour.